Dataset: the Open Reaction Database (ORD), a public repository of structured organic reaction records. Task: describe an organic reaction: reactants, conditions, products, and yield Starting materials: [BH4-], C=CCn1nc(C(C)(C)C)c(Oc2cc(C#N)cc(C#N)c2)c1C, CC(C)=O, [O-][I+3]([O-])([O-])[O-], [Na+], [Na+], O. The product is Cc1c(Oc2cc(C#N)cc(C#N)c2)c(C(C)(C)C)nn1CCO. RXN SMILES: [BH4-:32].[CH2:7]([CH:8]=[CH2:9])[n:10]1[n:11][c:12]([C:27]([CH3:28])([CH3:29])[CH3:30])[c:13]([O:16][c:17]2[cH:18][c:19]([C:25]#[N:26])[cH:20][c:21]([C:22]#[N:23])[cH:24]2)[c:14]1[CH3:15].[CH3:34][C:35](=[O:36])[CH3:37].[I+3:1]([O-:2])([O-:3])([O-:4])[O-:5].[Na+:33].[Na+:6].[OH2:31]>>[CH2:7]([CH2:8][OH:31])[n:10]1[n:11][c:12]([C:27]([CH3:28])([CH3:29])[CH3:30])[c:13]([O:16][c:17]2[cH:18][c:19]([C:25]#[N:26])[cH:20][c:21]([C:22]#[N:23])[cH:24]2)[c:14]1[CH3:15]. Yields the product CCCCCCCCOc1ccc(-c2ccc(-c3ccc(OCCCCCCCC)nc3F)cc2)cc1. The reactants are CCCCCCCCOc1ccc(-c2ccc(Br)cc2)cc1, CCO, ClCCl, CCCCCCCCOc1ccc(B(O)O)c(F)n1, [Na+], [Na+], O=C([O-])[O-], O, c1ccccc1, c1ccc(P(c2ccccc2)(c2ccccc2)[Pd](P(c2ccccc2)(c2ccccc2)c2ccccc2)(P(c2ccccc2)(c2ccccc2)c2ccccc2)P(c2ccccc2)(c2ccccc2)c2ccccc2)cc1. As a reaction SMILES: [Br:20][c:21]1[cH:22][cH:23][c:24](-[c:27]2[cH:28][cH:29][c:30]([O:33][CH2:34][CH2:35][CH2:36][CH2:37][CH2:38][CH2:39][CH2:40][CH3:41])[cH:31][cH:32]2)[cH:25][cH:26]1.[CH3:51][CH2:52][OH:53].[Cl:48][CH2:49][Cl:50].[F:1][c:2]1[n:3][c:4]([O:11][CH2:12][CH2:13][CH2:14][CH2:15][CH2:16][CH2:17][CH2:18][CH3:19])[cH:5][cH:6][c:7]1[B:8]([OH:9])[OH:10].[Na+:42].[Na+:43].[O-:44][C:45](=[O:46])[O-:47].[OH2:60].[cH:54]1[cH:55][cH:56][cH:57][cH:58][cH:59]1.[cH:61]1[cH:62][cH:63][c:64]([P:65]([Pd:66]([P:67]([c:68]2[cH:69][cH:70][cH:71][cH:72][cH:73]2)([c:74]2[cH:75][cH:76][cH:77][cH:78][cH:79]2)[c:80]2[cH:81][cH:82][cH:83][cH:84][cH:85]2)([P:86]([c:87]2[cH:88][cH:89][cH:90][cH:91][cH:92]2)([c:93]2[cH:94][cH:95][cH:96][cH:97][cH:98]2)[c:99]2[cH:100][cH:101][cH:102][cH:103][cH:104]2)[P:105]([c:106]2[cH:107][cH:108][cH:109][cH:110][cH:111]2)([c:112]2[cH:113][cH:114][cH:115][cH:116][cH:117]2)[c:118]2[cH:119][cH:120][cH:121][cH:122][cH:123]2)([c:124]2[cH:125][cH:126][cH:127][cH:128][cH:129]2)[c:130]2[cH:131][cH:132][cH:133][cH:134][cH:135]2)[cH:136][cH:137]1>>[F:1][c:2]1[n:3][c:4]([O:11][CH2:12][CH2:13][CH2:14][CH2:15][CH2:16][CH2:17][CH2:18][CH3:19])[cH:5][cH:6][c:7]1-[c:21]1[cH:22][cH:23][c:24](-[c:27]2[cH:28][cH:29][c:30]([O:33][CH2:34][CH2:35][CH2:36][CH2:37][CH2:38][CH2:39][CH2:40][CH3:41])[cH:31][cH:32]2)[cH:25][cH:26]1. Starting materials: O (Water), C(C1=CC=CC=C1)OC(=O)N1CCC(CC1)(C(=O)O)NC(=O)OC(C)(C)C (1-benzyloxycarbonyl-4-(t-butoxycarbonylamino)piperidin-4-carboxylic acid), Cl.C(C)N=C=NCCCN(C)C (1-ethyl-3-[3-(dimethylamino)propyl]carbodiimide hydrochloride), 4-N,N-dimethylaminopiperidine, C1(CCCCC1)CN (cyclohexylmethylamine). The solvent is CN(C=O)C (dimethylformamide). Run at time 8 hour. Yields the product C(C1=CC=CC=C1)OC(=O)N1CCC(CC1)(C(=O)NCC1CCCCC1)NC(OC(C)(C)C)=O (t-butyl 1-benzyloxycarbonyl-4-cyclohexylmethylaminocarbonylpiperidin-4-ylcarbamate). Reaction SMILES: [CH2:1]([O:8][C:9]([N:11]1[CH2:16][CH2:15][C:14]([NH:20][C:21]([O:23][C:24]([CH3:27])([CH3:26])[CH3:25])=[O:22])([C:17]([OH:19])=O)[CH2:13][CH2:12]1)=[O:10])[C:2]1[CH:7]=[CH:6][CH:5]=[CH:4][CH:3]=1.Cl.C(N=C=NCCCN(C)C)C.[CH:40]1([CH2:46][NH2:47])[CH2:45][CH2:44][CH2:43][CH2:42][CH2:41]1.O>CN(C)C=O>[CH2:1]([O:8][C:9]([N:11]1[CH2:12][CH2:13][C:14]([NH:20][C:21](=[O:22])[O:23][C:24]([CH3:26])([CH3:25])[CH3:27])([C:17]([NH:47][CH2:46][CH:40]2[CH2:45][CH2:44][CH2:43][CH2:42][CH2:41]2)=[O:19])[CH2:15][CH2:16]1)=[O:10])[C:2]1[CH:7]=[CH:6][CH:5]=[CH:4][CH:3]=1 |f:1.2|. Procedure details: To a solution of 1-benzyloxycarbonyl-4-(t-butoxycarbonylamino)piperidin-4-carboxylic acid (297 mg) in dimethylformamide (2.5 mL) were added 1-ethyl-3-[3-(dimethylamino)propyl]carbodiimide hydrochloride (226 mg), 4-N,N-dimethylaminopiperidine (144 mg) and cyclohexylmethylamine (0.15 mL) and the solution was stirred at room temperature overnight. Water was added to the reaction mixture, which was extracted with ethyl acetate. The extract was washed with brine, dried over anhydrous sodium sulfate a... RXN SMILES: [F:1][c:2]1[cH:3][c:4]2[c:5](=[O:21])[n:6]([NH:16][S:17](=[O:18])(=[O:19])[CH3:20])[c:7](=[O:15])[nH:8][c:9]2[cH:10][c:11]1[N+:12](=[O:13])[O-:14].[NH2:22][CH:23]([CH2:24][OH:25])[CH3:26]>>[c:2]1([NH:22][CH:23]([CH2:24][OH:25])[CH3:26])[cH:3][c:4]2[c:5](=[O:21])[n:6]([NH:16][S:17](=[O:18])(=[O:19])[CH3:20])[c:7](=[O:15])[nH:8][c:9]2[cH:10][c:11]1[N+:12](=[O:13])[O-:14]. The product is CC(CO)Nc1cc2c(=O)n(NS(C)(=O)=O)c(=O)[nH]c2cc1[N+](=O)[O-]. Reactants: CS(=O)(=O)Nn1c(=O)[nH]c2cc([N+](=O)[O-])c(F)cc2c1=O, CC(N)CO.